The task is: describe an organic reaction: reactants, conditions, products, and yield. This data is from the Open Reaction Database (ORD), a public repository of structured organic reaction records. Starting materials: C1CCOC1, Cl, c1ccc(Nc2cccc(C3OCCO3)c2)nc1, O. The product is O=Cc1cccc(Nc2ccccn2)c1. RXN SMILES: [CH2:21]1[O:22][CH2:23][CH2:24][CH2:25]1.[ClH:19].[O:1]1[CH:2]([c:6]2[cH:7][c:8]([NH:12][c:13]3[n:14][cH:15][cH:16][cH:17][cH:18]3)[cH:9][cH:10][cH:11]2)[O:5][CH2:4][CH2:3]1.[OH2:20]>>[O:1]=[CH:2][c:6]1[cH:7][c:8]([NH:12][c:13]2[n:14][cH:15][cH:16][cH:17][cH:18]2)[cH:9][cH:10][cH:11]1. Reactants: C[O-].[Na+] (Sodium methylate), CN1CCC(CC1)S (1-methylpiperidine-4-thiol), ClCC(C)=O (chloroacetone). Solvent: O1CCCC1 (tetrahydrofuran). Conditions: time 24 hour. Yields the product CN1CCC(CC1)SCC(C)=O (1-methyl-4-[(2-oxopropyl)thio]piperidine). RXN SMILES: C[O-].[Na+].[CH3:4][N:5]1[CH2:10][CH2:9][CH:8]([SH:11])[CH2:7][CH2:6]1.Cl[CH2:13][C:14](=[O:16])[CH3:15]>O1CCCC1>[CH3:4][N:5]1[CH2:10][CH2:9][CH:8]([S:11][CH2:13][C:14](=[O:16])[CH3:15])[CH2:7][CH2:6]1 |f:0.1|. Procedure details: Sodium methylate (5.9 g) is added in portions to a solution of 1-methylpiperidine-4-thiol (14 g) in anhydrous tetrahydrofuran (100 ml) at room temperature. After 2 hours at this temperature, chloroacetone (8.8 ml) is added dropwise. After 24 hours, the precipitate is filtered off and the filtrate is concentrated and chromatographed on silica gel (eluent: ethyl acetate, then ethanol) to give 1-methyl-4-[(2-oxopropyl)thio]piperidine (11.5 g) in the form of an oil. Reactants: CN(C)C=O, ClCCl, [Li+], COC(=O)CCc1ccc(NS(=O)(=O)c2ccccc2[N+](=O)[O-])cc1, [Na+], CCOC(=O)N=NC(=O)OCC, [OH-], O, O=C([O-])O, O=C(O)CS, OCc1ccc(Cn2nc(-c3ccccc3)cc2-c2ccccc2)cc1, c1ccc(P(c2ccccc2)c2ccccc2)cc1. The product is COC(=O)CCc1ccc(NCc2ccc(Cn3nc(-c4ccccc4)cc3-c3ccccc3)cc2)cc1. Reaction SMILES: [CH3:99][N:100]([CH3:101])[CH:102]=[O:103].[Cl:96][CH2:97][Cl:98].[Li+:90].[N+:1]([c:2]1[cH:3][cH:4][cH:5][cH:6][c:7]1[S:8](=[O:9])(=[O:10])[NH:13][c:14]1[cH:15][cH:16][c:17]([CH2:20][CH2:21][C:22](=[O:23])[O:24][CH3:25])[cH:18][cH:19]1)([O-:11])=[O:12].[Na+:91].[O:71]=[C:72]([O:73][CH2:74][CH3:75])[N:76]=[N:77][C:78]([O:79][CH2:80][CH3:81])=[O:82].[OH-:89].[OH2:88].[OH:92][C:93](=[O:94])[O-:95].[SH:83][CH2:84][C:85]([OH:86])=[O:87].[c:26]1(-[c:32]2[n:33][n:34]([CH2:43][c:44]3[cH:45][cH:46][c:47]([CH2:50][OH:51])[cH:48][cH:49]3)[c:35](-[c:37]3[cH:38][cH:39][cH:40][cH:41][cH:42]3)[cH:36]2)[cH:27][cH:28][cH:29][cH:30][cH:31]1.[c:52]1([P:53]([c:54]2[cH:55][cH:56][cH:57][cH:58][cH:59]2)[c:60]2[cH:61][cH:62][cH:63][cH:64][cH:65]2)[cH:66][cH:67][cH:68][cH:69][cH:70]1>>[NH:13]([c:14]1[cH:15][cH:16][c:17]([CH2:20][CH2:21][C:22](=[O:23])[O:24][CH3:25])[cH:18][cH:19]1)[CH2:50][c:47]1[cH:46][cH:45][c:44]([CH2:43][n:34]2[n:33][c:32](-[c:26]3[cH:27][cH:28][cH:29][cH:30][cH:31]3)[cH:36][c:35]2-[c:37]2[cH:38][cH:39][cH:40][cH:41][cH:42]2)[cH:49][cH:48]1.